This data is from the Open Reaction Database (ORD), a public repository of structured organic reaction records. The task is: describe an organic reaction: reactants, conditions, products, and yield Starting materials: C(C1=CC=CC=C1)(=O)OC[C@H]1OC([C@H](C1)OS(=O)(=O)C(F)(F)F)OC ([(2S,4S)-5-methoxy-4-(trifluoromethylsulfonyloxy)tetrahydrofuran-2-yl]methyl benzoate), C(C1=CC=CC=C1)(=O)OC[C@H]1OC([C@H](C1)OS(=O)(=O)C(F)(F)F)OC ([(2S,4S)-5-methoxy-4-(trifluoromethylsulfonyloxy)tetrahydrofuran-2-yl]methyl benzoate), [N-]=[N+]=[N-].[Na+] (sodium azide). Run in O (water), CN(C)C=O (DMF). Conditions: time 16 hour. Yields the product C(C1=CC=CC=C1)(=O)OC[C@H]1O[C@H]([C@@H](C1)N=[N+]=[N-])OC ([(2S,4R,5R)-4-azido-5-methoxy-tetrahydrofuran-2-yl]methyl benzoate). The yield is 141.7%. As a reaction SMILES: [C:1]([O:9][CH2:10][C@@H:11]1[CH2:15][C@H:14](OS(C(F)(F)F)(=O)=O)[CH:13]([O:24][CH3:25])[O:12]1)(=[O:8])[C:2]1[CH:7]=[CH:6][CH:5]=[CH:4][CH:3]=1.[N-:26]=[N+:27]=[N-:28].[Na+]>CN(C=O)C.O>[C:1]([O:9][CH2:10][C@@H:11]1[CH2:15][C@@H:14]([N:26]=[N+:27]=[N-:28])[C@H:13]([O:24][CH3:25])[O:12]1)(=[O:8])[C:2]1[CH:7]=[CH:6][CH:5]=[CH:4][CH:3]=1 |f:1.2|. Reported procedure: To a solution of [(2S,4S)-5-methoxy-4-(trifluoromethylsulfonyloxy)tetrahydrofuran-2-yl]methyl benzoate (compound 32c, 1.1 g, 2.8 mmol) in DMF (5 mL) was added sodium azide (372 mg, 5.7 mmol) at room temperature and the mixture was stirred at room temperature for 16 hours. The reaction mixture was diluted with water and extracted with EtOAc, the organic layers were combined and concentrated in vacuo to afford 1.1 g crude product of [(2S,4R,5R)-4-azido-5-methoxy-tetrahydrofuran-2-yl]methyl benzoat... Procedure details: 80 mg of the benzyl hydroxamate of Stage A were mixed with 50 mg of palladium on charcoal, 5 ml of ethanol and 40 ml of ethyl acetate, and the mixture was stirred for 8 hours under a hydrogen atmosphere. The reaction medium was filtered and evaporated under reduced pressure. The residue was purified by chromatography on silica, eluting with a mixture of cyclohexane/ethyl acetate (50/50) then ethyl acetate and finally ethyl acetate/acetic acid 99/1. The product was finally crystallized from ethyl... Run at time 8 hour. The yield is 8.1%. Yields the product C(C)(C)N(C(COC1=CC=C(C=C1)C1=CC=C(C=C1)C(=O)NO)=O)C(C)C (4'-[2-[bis-(isopropyl)-amino]-2-oxoethoxy ]-N-(hydroxy)-(1,1'-biphenyl)-4-carboxamide). Solvent: C(C)(=O)OCC (ethyl acetate). As a reaction SMILES: [CH:1]([N:4]([CH:32]([CH3:34])[CH3:33])[C:5](=[O:31])[CH2:6][O:7][C:8]1[CH:13]=[CH:12][C:11]([C:14]2[CH:19]=[CH:18][C:17]([C:20]([NH:22][O:23]CC3C=CC=CC=3)=[O:21])=[CH:16][CH:15]=2)=[CH:10][CH:9]=1)([CH3:3])[CH3:2].C(O)C>[Pd].C(OCC)(=O)C>[CH:32]([N:4]([CH:1]([CH3:3])[CH3:2])[C:5](=[O:31])[CH2:6][O:7][C:8]1[CH:13]=[CH:12][C:11]([C:14]2[CH:19]=[CH:18][C:17]([C:20]([NH:22][OH:23])=[O:21])=[CH:16][CH:15]=2)=[CH:10][CH:9]=1)([CH3:34])[CH3:33]. The reactants are C(C)(C)N(C(COC1=CC=C(C=C1)C1=CC=C(C=C1)C(=O)NOCC1=CC=CC=C1)=O)C(C)C (4'-[2-[bis-(isopropyl)-amino]-2-oxoethoxy]-N-(benzyloxy)-(1,1'-biphenyl)-4-carboxamide), C(C)O (ethanol). Reagents/catalysts: [Pd] (palladium on charcoal). Starting materials: CC(C)O, COc1ccc(CCNc2ccnc(Cl)n2)cc1OC, COC(=O)c1ccc(CN)cc1. The product is COC(=O)c1ccc(CNc2nccc(NCCc3ccc(OC)c(OC)c3)n2)cc1. Reaction SMILES: [CH:33]([OH:34])([CH3:35])[CH3:36].[Cl:1][c:2]1[n:3][cH:4][cH:5][c:6]([NH:8][CH2:9][CH2:10][c:11]2[cH:12][c:13]([O:19][CH3:20])[c:14]([O:17][CH3:18])[cH:15][cH:16]2)[n:7]1.[NH2:21][CH2:22][c:23]1[cH:24][cH:25][c:26]([C:27](=[O:28])[O:29][CH3:30])[cH:31][cH:32]1>>[c:2]1([NH:21][CH2:22][c:23]2[cH:24][cH:25][c:26]([C:27](=[O:28])[O:29][CH3:30])[cH:31][cH:32]2)[n:3][cH:4][cH:5][c:6]([NH:8][CH2:9][CH2:10][c:11]2[cH:12][c:13]([O:19][CH3:20])[c:14]([O:17][CH3:18])[cH:15][cH:16]2)[n:7]1. The product is O=c1ccc2cnc(Nc3ccccc3)nc2n1-c1ccccc1. RXN SMILES: [CH3:1][S:2](=[O:3])[c:4]1[n:5][cH:6][c:7]2[c:8]([n:9]1)[n:10](-[c:15]1[cH:16][cH:17][cH:18][cH:19][cH:20]1)[c:11](=[O:14])[cH:12][cH:13]2.[CH3:28][CH2:29][CH2:30][CH2:31][CH2:32][CH3:33].[CH3:34][CH2:35][O:36][C:37](=[O:38])[CH3:39].[NH2:21][c:22]1[cH:23][cH:24][cH:25][cH:26][cH:27]1>>[c:4]1([NH:21][c:22]2[cH:23][cH:24][cH:25][cH:26][cH:27]2)[n:5][cH:6][c:7]2[c:8]([n:9]1)[n:10](-[c:15]1[cH:16][cH:17][cH:18][cH:19][cH:20]1)[c:11](=[O:14])[cH:12][cH:13]2. Starting materials: CS(=O)c1ncc2ccc(=O)n(-c3ccccc3)c2n1, CCCCCC, CCOC(C)=O, Nc1ccccc1. Reactants: [H-].[Na+] (sodium hydride), CCCCC (pentane), C(C)(C)=C(O)C(O)CO (isopropylideneglycerol), C1(=CC=C(C=C1)S(=O)(=O)OCCC(CCC[C@@H](CCC[C@@H](CCCC(C)C)C)C)C)C ((3RS,7R,11R)-3,7,11,15-tetramethylhexadecyl p-toluenesulphonate), O (water). Solvent: CN(C=O)C (dimethylformamide), CN(C=O)C (dimethylformamide). Reaction conditions: temperature 60 celsius, time 1 hour. Yields the product crude product, CC1(OCC(O1)COCCC(CCC[C@@H](CCC[C@@H](CCCC(C)C)C)C)C)C ((RS)-2,2-dimethyl-4-[[[(3RS,7R,11R)-3,7,11,15-tetramethylhexadecyl]oxy]methyl]-1,3-dioxolane). RXN SMILES: [H-].[Na+].C(=[C:6]([CH:8]([CH2:10][OH:11])[OH:9])[OH:7])(C)C.C1(C)C=CC(S(O[CH2:22][CH2:23][CH:24]([CH3:41])[CH2:25][CH2:26][CH2:27][C@H:28]([CH3:40])[CH2:29][CH2:30][CH2:31][C@H:32]([CH3:39])[CH2:33][CH2:34][CH2:35][CH:36]([CH3:38])[CH3:37])(=O)=O)=CC=1.O.[CH3:44][CH2:45][CH2:46]CC>CN(C)C=O>[CH3:44][C:45]1([CH3:46])[O:9][CH:8]([CH2:6][O:7][CH2:22][CH2:23][CH:24]([CH3:41])[CH2:25][CH2:26][CH2:27][C@H:28]([CH3:40])[CH2:29][CH2:30][CH2:31][C@H:32]([CH3:39])[CH2:33][CH2:34][CH2:35][CH:36]([CH3:38])[CH3:37])[CH2:10][O:11]1 |f:0.1|. Procedure: 5.25 g (175 mmol) of sodium hydride (80%) were washed twice with 10 ml of pentane. Thereafter, 400 ml of dimethylformamide and 120 mmol of isopropylideneglycerol were added. The reaction mixture was stirred at 60° C. for 1 hour. After cooling to room temperature 100 mmol of (3RS,7R,11R)-3,7,11,15-tetramethylhexadecyl p-toluenesulphonate in 100 ml of dimethylformamide were added. The reaction mixture was stirred at 60° C. for 2 hours. After the addition of a small amount of water the majority of ... Starting materials: C1(=CC=CC=C1)OC(NC1=CC=C(C=C1)C1=NC(=NC(=C1)C1=C(C=CC(=C1)F)S(=O)(=O)C)N1[C@H](COCC1)C)=O ((S)-phenyl(4-(6-(5-fluoro-2-(methylsulfonyl)phenyl)-2-(3-methylmorpholino)pyrimidin-4-yl)phenyl)carbamate), N[C@@H]1[C@H](CCC1)O ((1S,2S)-2-aminocyclopentanol). Yields the product FC=1C=CC(=C(C1)C1=CC(=NC(=N1)N1[C@H](COCC1)C)C1=CC=C(C=C1)NC(=O)N[C@@H]1[C@H](CCC1)O)S(=O)(=O)C (1-(4-(6-(5-fluoro-2-(methylsulfonyl)phenyl)-2-((S)-3-methylmorpholino)pyrimidin-4-yl)phenyl)-3-((1S,2S)-2-hydroxycyclopentyl)urea). As a reaction SMILES: C1(O[C:8](=[O:40])[NH:9][C:10]2[CH:15]=[CH:14][C:13]([C:16]3[CH:21]=[C:20]([C:22]4[CH:27]=[C:26]([F:28])[CH:25]=[CH:24][C:23]=4[S:29]([CH3:32])(=[O:31])=[O:30])[N:19]=[C:18]([N:33]4[CH2:38][CH2:37][O:36][CH2:35][C@@H:34]4[CH3:39])[N:17]=3)=[CH:12][CH:11]=2)C=CC=CC=1.[NH2:41][C@H:42]1[CH2:46][CH2:45][CH2:44][C@@H:43]1[OH:47]>>[F:28][C:26]1[CH:25]=[CH:24][C:23]([S:29]([CH3:32])(=[O:30])=[O:31])=[C:22]([C:20]2[N:19]=[C:18]([N:33]3[CH2:38][CH2:37][O:36][CH2:35][C@@H:34]3[CH3:39])[N:17]=[C:16]([C:13]3[CH:14]=[CH:15][C:10]([NH:9][C:8]([NH:41][C@H:42]4[CH2:46][CH2:45][CH2:44][C@@H:43]4[OH:47])=[O:40])=[CH:11][CH:12]=3)[CH:21]=2)[CH:27]=1. Reported procedure: Method as described for example 58 using intermediate 32 (100 mg, 0.18 mmol) and (1S,2S)-2-aminocyclopentanol (27 mg, 0.267 mmol). The reaction mixture was purified by prep HPLC at low pH to afford the title compound. (50 mg, 49%)